Dataset: the Open Reaction Database (ORD), a public repository of structured organic reaction records. Task: describe an organic reaction: reactants, conditions, products, and yield Starting materials: COC1=CC=CC(=C1B(O)O)OCOC (6-Methoxy-2-methoxymethoxybenzeneboronic acid), C(C)OC([C@@H](NC(C1=C(C=CC=C1Cl)Cl)=O)CC1=CC=C(C=C1)OS(=O)(=O)C(F)(F)F)=O (N-(2,6-dichlorobenzoyl)-O-(trifluoromethanesulfonyl)-L-tyrosine ethyl ester). The product is C(C)OC([C@@H](NC(C1=C(C=CC=C1Cl)Cl)=O)CC1=CC=C(C=C1)C1=C(C=CC=C1OC)OCOC)=O (N-(2,6-dichlorobenzoyl)-4-(6-methoxy-2-methoxymethoxyphenyl)-L-phenylalanine ethyl ester). As a reaction SMILES: [CH3:1][O:2][C:3]1[C:8](B(O)O)=[C:7]([O:12][CH2:13][O:14][CH3:15])[CH:6]=[CH:5][CH:4]=1.[CH2:16]([O:18][C:19](=[O:47])[C@H:20]([CH2:32][C:33]1[CH:38]=[CH:37][C:36](OS(C(F)(F)F)(=O)=O)=[CH:35][CH:34]=1)[NH:21][C:22](=[O:31])[C:23]1[C:28]([Cl:29])=[CH:27][CH:26]=[CH:25][C:24]=1[Cl:30])[CH3:17]>>[CH2:16]([O:18][C:19](=[O:47])[C@H:20]([CH2:32][C:33]1[CH:38]=[CH:37][C:36]([C:8]2[C:3]([O:2][CH3:1])=[CH:4][CH:5]=[CH:6][C:7]=2[O:12][CH2:13][O:14][CH3:15])=[CH:35][CH:34]=1)[NH:21][C:22](=[O:31])[C:23]1[C:24]([Cl:30])=[CH:25][CH:26]=[CH:27][C:28]=1[Cl:29])[CH3:17]. Procedure details: 6-Methoxy-2-methoxymethoxybenzeneboronic acid (1.92 g) was coupled with N-(2,6-dichlorobenzoyl)-O-(trifluoromethanesulfonyl)-L-tyrosine ethyl ester in a similar procedure as described in Example 5-3) to afford N-(2,6-dichlorobenzoyl)-4-(6-methoxy-2-methoxymethoxyphenyl)-L-phenylalanine ethyl ester (0.942 mg). ESMS m/Z 532 (MH+), 530 (M−H)−. Starting materials: [H-].[Al+3].[Li+].[H-].[H-].[H-] (lithium aluminum hydride), C(C1=CC=CC=C1)N1C(C2NCCCC2C1=O)=O (6-benzyl -5,7-dioxo-octahydropyrrolo[3.4-b]pyridine), O (water), N (ammonia), O (water). Solvent: C1CCOC1 (THF), C1CCOC1 (THF). Product: C(C1=CC=CC=C1)N1CC2NCCCC2C1 (6-Benzyl-octahydropyrrolo[3.4-b]pyridine). The yield is 93.7%. As a reaction SMILES: [H-].[Al+3].[Li+].[H-].[H-].[H-].[CH2:7]([N:14]1[C:22](=O)[CH:21]2[CH:16]([NH:17][CH2:18][CH2:19][CH2:20]2)[C:15]1=O)[C:8]1[CH:13]=[CH:12][CH:11]=[CH:10][CH:9]=1.O.N>C1COCC1>[CH2:7]([N:14]1[CH2:22][CH:21]2[CH:16]([NH:17][CH2:18][CH2:19][CH2:20]2)[CH2:15]1)[C:8]1[CH:9]=[CH:10][CH:11]=[CH:12][CH:13]=1 |f:0.1.2.3.4.5|. Procedure details: In 50 ml of anhydrous THF was suspended 4.9 g of lithium aluminum hydride, and a solution of 3 g of 6-benzyl -5,7-dioxo-octahydropyrrolo[3.4-b]pyridine in 50 ml of anhydrous THF was added thereto dropwise with stirring while cooling with ice. After the addition, the reaction mixture was heated under reflux for 6 hours. After completion of the reaction, 4.9 ml of water, 4.9 ml of aqueous ammonia, and 15 ml of water were added to the reaction mixture in this order while cooling with ice, followed ... The reactants are CCOC(=O)CBr, ClCCl, COc1ccc2oc(=O)[nH]c2c1, CO, [H-], [Na+], C1CCOC1. Product: CCOC(=O)Cn1c(=O)oc2ccc(OC)cc21. RXN SMILES: [Br:15][CH2:16][C:17](=[O:18])[O:19][CH2:20][CH3:21].[CH2:22]([Cl:23])[Cl:24].[CH3:1][O:2][c:3]1[cH:4][cH:5][c:6]2[c:7]([nH:8][c:9](=[O:11])[o:10]2)[cH:12]1.[CH3:30][OH:31].[H-:13].[Na+:14].[O:25]1[CH2:26][CH2:27][CH2:28][CH2:29]1>>[CH3:1][O:2][c:3]1[cH:4][cH:5][c:6]2[c:7]([n:8]([CH2:16][C:17](=[O:18])[O:19][CH2:20][CH3:21])[c:9](=[O:11])[o:10]2)[cH:12]1.